This data is from the Open Reaction Database (ORD), a public repository of structured organic reaction records. The task is: describe an organic reaction: reactants, conditions, products, and yield RXN SMILES: [Cl:1][C:2]1[CH:10]=[CH:9][CH:8]=[C:7]2[C:3]=1[CH:4]=[CH:5][N:6]2[C@@H:11]1[O:28][C@H:27]([CH2:29][O:30][C:31](=[O:33])[CH3:32])[C@@H:22]([O:23][C:24](=[O:26])[CH3:25])[C@H:17]([O:18][C:19](=[O:21])[CH3:20])[C@H:12]1[O:13][C:14](=[O:16])[CH3:15].[Br:34][C:35]1[CH:43]=[CH:42][C:38]([C:39](Cl)=[O:40])=[CH:37][CH:36]=1>>[Cl:1][C:2]1[CH:10]=[CH:9][CH:8]=[C:7]2[C:3]=1[C:4]([C:39]([C:38]1[CH:42]=[CH:43][C:35]([Br:34])=[CH:36][CH:37]=1)=[O:40])=[CH:5][N:6]2[C@@H:11]1[O:28][C@H:27]([CH2:29][O:30][C:31](=[O:33])[CH3:32])[C@@H:22]([O:23][C:24](=[O:26])[CH3:25])[C@H:17]([O:18][C:19](=[O:21])[CH3:20])[C@H:12]1[O:13][C:14](=[O:16])[CH3:15]. The product is ClC1=C2C(=CN(C2=CC=C1)[C@H]1[C@H](OC(C)=O)[C@@H](OC(C)=O)[C@H](OC(C)=O)[C@H](O1)COC(C)=O)C(=O)C1=CC=C(C=C1)Br (4-bromophenyl 4-chloro-1-(2,3,4,6-tetra-O-acetyl-β-D-glucopyranosyl)-indol-3-yl ketone). Procedure: 4-Chloro-1-(2,3,4,6-tetra-O-acetyl-β-D-glucopyranosyl)-indole obtained in Example 1-(3) and 4-bromobenzoyl chloride were treated in a manner similar to Example 2-(4) to give 4-bromophenyl 4-chloro-1-(2,3,4,6-tetra-O-acetyl-β-D-glucopyranosyl)-indol-3-yl ketone as a colorless powder. APCI-Mass m/Z 664/666 (M+H). 1H-NMR (DMSO-d6) δ 1.69 (s, 3H), 1.97 (s, 3H), 1.98 (s, 3H), 2.04 (s, 3H), 4.11 (d, J=4.2 Hz, 2H), 4.30 (ddd, J=10.0, 4.3 and 4.2 Hz, 1H), 5.28 (t, J=9.8 Hz, 1H), 5.58 (t, J=9.6 Hz, 1H), ... Reactants: ClC1=C2C=CN(C2=CC=C1)[C@H]1[C@H](OC(C)=O)[C@@H](OC(C)=O)[C@H](OC(C)=O)[C@H](O1)COC(C)=O (4-Chloro-1-(2,3,4,6-tetra-O-acetyl-β-D-glucopyranosyl)-indole), BrC1=CC=C(C(=O)Cl)C=C1 (4-bromobenzoyl chloride). Reactants: C(CCC)OC1=NC=CC(=CC1)C1=CC=CC=C1 (2-butoxy-5-phenyl-3H-azepine), O (water). Solvent: C(C)O (ethanol). Run at temperature 150 celsius. The product is C1(=CC=CC=C1)C1=CCC(NC=C1)=O (5-Phenyl-1,3-dihydro-azepin-2-one). The yield is 88.2%. RXN SMILES: C([O:5][C:6]1[CH2:12][CH:11]=[C:10]([C:13]2[CH:18]=[CH:17][CH:16]=[CH:15][CH:14]=2)[CH:9]=[CH:8][N:7]=1)CCC.O>C(O)C>[C:13]1([C:10]2[CH:9]=[CH:8][NH:7][C:6](=[O:5])[CH2:12][CH:11]=2)[CH:14]=[CH:15][CH:16]=[CH:17][CH:18]=1. Reported procedure: The 2-butoxy-5-phenyl-3H-azepine (908 g, 3.42 moles) is dissolved in 2B-3 ethanol (8172 mL) and de-ionized water (2724 mL). The solution is charged to an autoclave and heated to 150° C. for 20 hours. The solution is cooled to room temperature and concentrated under reduced pressure. Residual water is removed by azeotropic distillation from toluene (2×2 L). The residual solids are dissolved in toluene (1.7 L) and heated between 95 to 100° C. The solution is cooled to <90° C. and heptane (about 4.... The reactants are COC(C=1C(C(=O)OC)=CC(=C(C1)NC1=CC=C(C=C1)F)NC1=CC=C(C=C1)F)=O (4,5-bis(4-fluoroanilino)phthalic acid dimethyl ester), N (ammonia). Solvent: C(CO)O (ethylene glycol). Product: FC1=CC=C(NC=2C=C3C(C(=O)NC3=O)=CC2NC2=CC=C(C=C2)F)C=C1 (4,5-Bis(4-fluoroanilino)phthalimide). As a reaction SMILES: C[O:2][C:3](=O)[C:4]1[C:5](=[CH:10][C:11]([NH:22][C:23]2[CH:28]=[CH:27][C:26]([F:29])=[CH:25][CH:24]=2)=[C:12]([NH:14][C:15]2[CH:20]=[CH:19][C:18]([F:21])=[CH:17][CH:16]=2)[CH:13]=1)[C:6](OC)=[O:7].[NH3:31]>C(O)CO>[F:21][C:18]1[CH:19]=[CH:20][C:15]([NH:14][C:12]2[CH:13]=[C:4]3[C:3](=[O:2])[NH:31][C:6](=[O:7])[C:5]3=[CH:10][C:11]=2[NH:22][C:23]2[CH:24]=[CH:25][C:26]([F:29])=[CH:27][CH:28]=2)=[CH:16][CH:17]=1. Procedure: Analogously to Example 1, 290 mg (0.7 mmol) of 4,5-bis(4-fluoroanilino)phthalic acid dimethyl ester in 22 ml of ethylene glycol are heated at 120° and, with stirring, ammonia gas is passed through the mixture for 18 hours. The reaction mixture is cooled and extracted with ethyl acetate. The ethyl acetate phases are washed in succession three times with water and once with saturated sodium chloride solution, dried with sodium sulfate and concentrated by evaporation. The evaporation residue is chr... Product: c1ccc(COCC2CCC3(CC2)OCCO3)cc1. RXN SMILES: [Br:15][CH2:16][c:17]1[cH:18][cH:19][cH:20][cH:21][cH:22]1.[CH3:29][CH2:30][O:31][C:32]([CH3:33])=[O:34].[H-:2].[Na+:1].[O:24]=[CH:25][N:26]([CH3:27])[CH3:28].[O:3]1[CH2:4][CH2:5][O:6][C:7]12[CH2:8][CH2:9][CH:10]([CH2:13][OH:14])[CH2:11][CH2:12]2.[OH2:23]>>[O:3]1[CH2:4][CH2:5][O:6][C:7]12[CH2:8][CH2:9][CH:10]([CH2:13][O:14][CH2:16][c:17]1[cH:18][cH:19][cH:20][cH:21][cH:22]1)[CH2:11][CH2:12]2. Starting materials: BrCc1ccccc1, CCOC(C)=O, [H-], [Na+], CN(C)C=O, OCC1CCC2(CC1)OCCO2, O.